Dataset: the Open Reaction Database (ORD), a public repository of structured organic reaction records. Task: describe an organic reaction: reactants, conditions, products, and yield Procedure: 4-fluoro-3-nitro-aniline (7.8 g, 50 mmol) is taken up in 50 mL pyridine and cooled to 10° C. The benzenesulphonic acid chloride (7.0 mL, about 55 mmol) is added dropwise with stirring within about 20 min at 10-20° C. The mixture is stirred for about 0.5 h at ambient temperature and poured onto ice water. After acidifying with conc. hydrochloric acid the mixture is extracted with 150 mL ethyl acetate, washed with water, dried and concentrated by evaporation. The residue is dissolved in diethyleth... Run at temperature 10 celsius, time 20 minute. Solvent: N1=CC=CC=C1 (pyridine). As a reaction SMILES: [F:1][C:2]1[CH:8]=[CH:7][C:5]([NH2:6])=[CH:4][C:3]=1[N+:9]([O-:11])=[O:10].[C:12]1([S:18](Cl)(=[O:20])=[O:19])[CH:17]=[CH:16][CH:15]=[CH:14][CH:13]=1.Cl>N1C=CC=CC=1>[F:1][C:2]1[CH:8]=[CH:7][C:5]([NH:6][S:18]([C:12]2[CH:17]=[CH:16][CH:15]=[CH:14][CH:13]=2)(=[O:20])=[O:19])=[CH:4][C:3]=1[N+:9]([O-:11])=[O:10]. The reactants are FC1=C(C=C(N)C=C1)[N+](=O)[O-] (4-fluoro-3-nitro-aniline), C1(=CC=CC=C1)S(=O)(=O)Cl (benzenesulphonic acid chloride), Cl (hydrochloric acid). Product: FC1=C(C=C(C=C1)NS(=O)(=O)C1=CC=CC=C1)[N+](=O)[O-] (N-{4-fluoro-3-nitro-phenyl}-benzenesulphonamide).